From a dataset of the Open Reaction Database (ORD), a public repository of structured organic reaction records. describe an organic reaction: reactants, conditions, products, and yield The reactants are BrCCCCC(=O)OCC (ethyl 5-bromovalerate), N1C(=CC2=CC=CC=C12)C(=O)OCC (ethyl indole-2-carboxylate), [H-].[Na+] (sodium hydride), O (water). The solvent is CN(C=O)C (dimethylformamide), CN(C=O)C (dimethylformamide), CN(C=O)C (dimethylformamide). Run at time 1 hour. Product: C(C)OC(=O)CCCCN1C(=CC2=CC=CC=C12)C(=O)OCC (ethyl 1-(4-ethoxycarbonylbutyl)indole-2-carboxylate). Yield: 82.6%. RXN SMILES: [NH:1]1[C:9]2[C:4](=[CH:5][CH:6]=[CH:7][CH:8]=2)[CH:3]=[C:2]1[C:10]([O:12][CH2:13][CH3:14])=[O:11].[H-].[Na+].Br[CH2:18][CH2:19][CH2:20][CH2:21][C:22]([O:24][CH2:25][CH3:26])=[O:23].O>CN(C)C=O>[CH2:25]([O:24][C:22]([CH2:21][CH2:20][CH2:19][CH2:18][N:1]1[C:9]2[C:4](=[CH:5][CH:6]=[CH:7][CH:8]=2)[CH:3]=[C:2]1[C:10]([O:12][CH2:13][CH3:14])=[O:11])=[O:23])[CH3:26] |f:1.2|. Reported procedure: A solution of 18.9 g of ethyl indole-2-carboxylate in 100 ml of dimethylformamide was added to a suspension of 2.64 g of sodium hydride in 50 ml of dimethylformamide. After 1 hour, a solution of 20.9 g of ethyl 5-bromovalerate in 100 ml of dimethylformamide was added dropwise. After 48 hours, the mixture was poured into water, extracted with dichloromethane and the combined dichloromethane extracts were washed with water, dried and concentrated to give 26.2 g of ethyl 1-(4-ethoxycarbonylbutyl)in...